From a dataset of the Open Reaction Database (ORD), a public repository of structured organic reaction records. describe an organic reaction: reactants, conditions, products, and yield Reactants: O=S(=O)(Cl)c1nc2ncc(Cl)cn2n1, Nc1c(F)cccc1F, c1ccncc1. Yields the product O=S(=O)(Nc1c(F)cccc1F)c1nc2ncc(Cl)cn2n1. Reaction SMILES: [Cl:10][c:11]1[cH:12][n:13][c:14]2[n:15]([cH:16]1)[n:17][c:18]([S:20](=[O:21])(=[O:22])[Cl:23])[n:19]2.[F:1][c:2]1[c:3]([NH2:4])[c:5]([F:9])[cH:6][cH:7][cH:8]1.[cH:24]1[cH:25][cH:26][n:27][cH:28][cH:29]1>>[F:1][c:2]1[c:3]([NH:4][S:20]([c:18]2[n:17][n:15]3[c:14]([n:13][cH:12][c:11]([Cl:10])[cH:16]3)[n:19]2)(=[O:21])=[O:22])[c:5]([F:9])[cH:6][cH:7][cH:8]1. Starting materials: Cl (hydrochloric acid), C([O-])([O-])=O.[Na+].[Na+] (sodium carbonate), BrCCCCCCOCCCC1=NC=CC=C1OCC1=CC=CC=C1 (2-[3-[(6-Bromohexyl)oxy]propyl]-3-(phenylmethoxy)pyridine), C(C1=CC=CC=C1)N (benzylamine). The solvent is O (water). Reaction conditions: time 2 hour. Product: C1(=CC=CC=C1)COC=1C(=NC=CC1)CCCOCCCCCCNCC1=CC=CC=C1 (N-[6-[3-[3-(Phenylmethoxy)-2-pyridinyl]propoxy]hexyl]benzene methanamine). As a reaction SMILES: Br[CH2:2][CH2:3][CH2:4][CH2:5][CH2:6][CH2:7][O:8][CH2:9][CH2:10][CH2:11][C:12]1[C:17]([O:18][CH2:19][C:20]2[CH:25]=[CH:24][CH:23]=[CH:22][CH:21]=2)=[CH:16][CH:15]=[CH:14][N:13]=1.[CH2:26]([NH2:33])[C:27]1[CH:32]=[CH:31][CH:30]=[CH:29][CH:28]=1.Cl.C(=O)([O-])[O-].[Na+].[Na+]>O>[C:20]1([CH2:19][O:18][C:17]2[C:12]([CH2:11][CH2:10][CH2:9][O:8][CH2:7][CH2:6][CH2:5][CH2:4][CH2:3][CH2:2][NH:33][CH2:26][C:27]3[CH:32]=[CH:31][CH:30]=[CH:29][CH:28]=3)=[N:13][CH:14]=[CH:15][CH:16]=2)[CH:25]=[CH:24][CH:23]=[CH:22][CH:21]=1 |f:3.4.5|. Procedure details: 2-[3-[(6-Bromohexyl)oxy]propyl]-3-(phenylmethoxy)pyridine (1.0 g) was added to benzylamine (3 ml) at 120° under nitrogen. After stirring for 2 h, the solution was cooled and added to water (10 ml) and 2N hydrochloric acid (10 ml). The aqueous mixture was basified with sodium carbonate and then extracted with ethyl acetate (3×50 ml). The ethyl acetate was evaporated and the excess benzylamine was removed by distillation at reduced pressure to leave the title compound as a red oil (810 mg), t.l.c.... Reactants: ClCCCCC(=O)Cl (chlorovaleryl chloride), Cl.NC(CC1=CNC2=CC=CC=C12)C(CCC1=CC(=CC(=C1)C(F)(F)F)C(F)(F)F)=O (2-Amino-5-(3,5-bistrifluoromethylphenyl)-1-(3-indolyl)-3-pentanone Hydrochloride), CNC (dimethylamine), solution, [I-].[K+] (potassium iodide). Solvent: C(C)N(CC)CC (triethylamine), C(C)O (ethanol), ClCCl (dichloromethane), ClCCl (dichloromethane), C(C)O (ethanol). Reaction conditions: time 4 day. The product is FC(C=1C=C(C=C(C1)C(F)(F)F)CCC(C(CC1=CNC2=CC=CC=C12)NC(CCCCN(C)C)=O)=O)(F)F (5-(3,5-Bistrifluoromethylphenyl)-2-(5-(N,N-dimethylamino)pentanamido)-1-(3-indolyl)-3-pentanone). As a reaction SMILES: Cl.[NH2:2][CH:3]([C:14](=[O:31])[CH2:15][CH2:16][C:17]1[CH:22]=[C:21]([C:23]([F:26])([F:25])[F:24])[CH:20]=[C:19]([C:27]([F:30])([F:29])[F:28])[CH:18]=1)[CH2:4][C:5]1[C:13]2[C:8](=[CH:9][CH:10]=[CH:11][CH:12]=2)[NH:7][CH:6]=1.Cl[CH2:33][CH2:34][CH2:35][CH2:36][C:37](Cl)=[O:38].[CH3:40][NH:41][CH3:42].[I-].[K+]>ClCCl.C(O)C.C(N(CC)CC)C>[F:30][C:27]([F:28])([F:29])[C:19]1[CH:18]=[C:17]([CH2:16][CH2:15][C:14](=[O:31])[CH:3]([NH:2][C:37](=[O:38])[CH2:36][CH2:35][CH2:34][CH2:33][N:41]([CH3:42])[CH3:40])[CH2:4][C:5]2[C:13]3[C:8](=[CH:9][CH:10]=[CH:11][CH:12]=3)[NH:7][CH:6]=2)[CH:22]=[C:21]([C:23]([F:25])([F:24])[F:26])[CH:20]=1 |f:0.1,4.5|. Reported procedure: A solution containing the compound of Example 11 (1.1 g) in dichloromethane (50 ml) was treated with chlorovaleryl chloride (0.52 ml) and triethylamine (0.64 ml) for 16 hours. The reaction was diluted with dichloromethane, washed with dilute hydrochloric acid and aqueous sodium bicarbonate, dried (Na2SO4) and concentrated to give an oil. To a solution containing the forgoing oil in ethanol (5 ml) was added dimethylamine (5 ml of a 33% solution in ethanol) and potassium iodide (50 mg). After stir... Reactants: COCn1nc2c(I)c(Br)ccn2c1=O, C1COCCO1, OB(O)c1ccc(Cl)cc1, [K+], [K+], O=C([O-])[O-], O, c1ccc(P(c2ccccc2)(c2ccccc2)[Pd](P(c2ccccc2)(c2ccccc2)c2ccccc2)(P(c2ccccc2)(c2ccccc2)c2ccccc2)P(c2ccccc2)(c2ccccc2)c2ccccc2)cc1. Yields the product COCn1nc2c(-c3ccc(Cl)cc3)c(Br)ccn2c1=O. As a reaction SMILES: [Br:1][c:2]1[c:3]([I:15])[c:4]2[n:5]([cH:6][cH:7]1)[c:8](=[O:14])[n:9]([CH2:11][O:12][CH3:13])[n:10]2.[CH2:32]1[O:33][CH2:34][CH2:35][O:36][CH2:37]1.[Cl:16][c:17]1[cH:18][cH:19][c:20]([B:23]([OH:24])[OH:25])[cH:21][cH:22]1.[K+:26].[K+:27].[O-:28][C:29]([O-:30])=[O:31].[OH2:38].[cH:39]1[cH:40][cH:41][c:42]([P:43]([Pd:44]([P:45]([c:46]2[cH:47][cH:48][cH:49][cH:50][cH:51]2)([c:52]2[cH:53][cH:54][cH:55][cH:56][cH:57]2)[c:58]2[cH:59][cH:60][cH:61][cH:62][cH:63]2)([P:64]([c:65]2[cH:66][cH:67][cH:68][cH:69][cH:70]2)([c:71]2[cH:72][cH:73][cH:74][cH:75][cH:76]2)[c:77]2[cH:78][cH:79][cH:80][cH:81][cH:82]2)[P:83]([c:84]2[cH:85][cH:86][cH:87][cH:88][cH:89]2)([c:90]2[cH:91][cH:92][cH:93][cH:94][cH:95]2)[c:96]2[cH:97][cH:98][cH:99][cH:100][cH:101]2)([c:102]2[cH:103][cH:104][cH:105][cH:106][cH:107]2)[c:108]2[cH:109][cH:110][cH:111][cH:112][cH:113]2)[cH:114][cH:115]1>>[Br:1][c:2]1[c:3](-[c:20]2[cH:19][cH:18][c:17]([Cl:16])[cH:22][cH:21]2)[c:4]2[n:5]([cH:6][cH:7]1)[c:8](=[O:14])[n:9]([CH2:11][O:12][CH3:13])[n:10]2.